From a dataset of the Open Reaction Database (ORD), a public repository of structured organic reaction records. describe an organic reaction: reactants, conditions, products, and yield Reactants: N#Cc1ccc(C=C2NC(=O)N(CC(=O)OCc3ccccc3)C2=O)cc1, CC(=O)O, Cl. The product is N#Cc1ccc(C=C2NC(=O)N(CC(=O)O)C2=O)cc1. As a reaction SMILES: [C:1](#[N:2])[c:3]1[cH:4][cH:5][c:6]([CH:7]=[C:8]2[C:9](=[O:25])[N:10]([CH2:14][C:15](=[O:16])[O:17][CH2:18][c:19]3[cH:20][cH:21][cH:22][cH:23][cH:24]3)[C:11](=[O:13])[NH:12]2)[cH:26][cH:27]1.[CH3:29][C:30](=[O:31])[OH:32].[ClH:28]>>[C:1](#[N:2])[c:3]1[cH:4][cH:5][c:6]([CH:7]=[C:8]2[C:9](=[O:25])[N:10]([CH2:14][C:15](=[O:16])[OH:17])[C:11](=[O:13])[NH:12]2)[cH:26][cH:27]1. Starting materials: Cc1cccc(N=C=O)c1, CC(C)(C)OC(=O)CN(C(=O)CN(C(=O)CN)c1ccccc1)c1ccccc1. Product: Cc1cccc(NC(=O)NCC(=O)N(CC(=O)N(CC(=O)OC(C)(C)C)c2ccccc2)c2ccccc2)c1. Reaction SMILES: [CH3:30][c:31]1[cH:32][c:33]([N:37]=[C:38]=[O:39])[cH:34][cH:35][cH:36]1.[NH2:1][CH2:2][C:3](=[O:4])[N:5]([CH2:6][C:7](=[O:8])[N:9]([CH2:10][C:11](=[O:12])[O:13][C:14]([CH3:15])([CH3:16])[CH3:17])[c:18]1[cH:19][cH:20][cH:21][cH:22][cH:23]1)[c:24]1[cH:25][cH:26][cH:27][cH:28][cH:29]1>>[NH:1]([CH2:2][C:3](=[O:4])[N:5]([CH2:6][C:7](=[O:8])[N:9]([CH2:10][C:11](=[O:12])[O:13][C:14]([CH3:15])([CH3:16])[CH3:17])[c:18]1[cH:19][cH:20][cH:21][cH:22][cH:23]1)[c:24]1[cH:25][cH:26][cH:27][cH:28][cH:29]1)[C:38]([NH:37][c:33]1[cH:32][c:31]([CH3:30])[cH:36][cH:35][cH:34]1)=[O:39]. Reactants: Inconel, C(C(F)(F)F)(C(F)(F)F)C(=O)O ((CF3)2CHCO2H), C(C(F)(F)F)(C(F)(F)F)C(F)(F)OC ((CF3)2CHCF2OCH3), CCOCC (ether). The reagents and catalysts are [Ni] (nickel). Solvent: O (water), O (water). Run at temperature 320 celsius, time 3 hour. The product is C(C(F)(F)F)(C(F)(F)F)C(=O)O.C(C(F)(F)F)(C(F)(F)F)C(F)(F)OC.O ((CF3)2CHCO2H (CF3)2CHCF2OCH3 H2O). As a reaction SMILES: [CH:1]([C:10]([O:13][CH3:14])([F:12])[F:11])([C:6]([F:9])([F:8])[F:7])[C:2]([F:5])([F:4])[F:3].CC[O:17]CC.[CH:20]([C:29]([OH:31])=[O:30])([C:25]([F:28])([F:27])[F:26])[C:21]([F:24])([F:23])[F:22]>O.[Ni]>[CH:20]([C:29]([OH:31])=[O:30])([C:21]([F:23])([F:24])[F:22])[C:25]([F:28])([F:27])[F:26].[CH:1]([C:10]([O:13][CH3:14])([F:11])[F:12])([C:6]([F:7])([F:9])[F:8])[C:2]([F:5])([F:4])[F:3].[OH2:17] |f:5.6.7|. Reported procedure: Activated carbon (25 g, 1/8" (0.32 mm) diameter pellets) and deionized water (5 g) are loaded into a 1" (2.54 cm) OD×12" (30.5 cm) length Inconel™ 600 nickel alloy tube. The reactor temperature is raised to 320° C. and the reactor pressure adjusted to 230 psig (1690 kPa). (CF3)2CHCF2OCH3 (ether A, 9.2 g) and a solution of (CF3)2CHCO2H (2.0 g) in water (6 mL) are independently and continuously fed to the reactor over 3 hours. After the feed flow is stopped, the reactor is flushed with deionized w... Reactants: FC(C=1C=C(C=C(C1)C(F)(F)F)C(=CC(C(=O)OCC)=O)[O-])(F)F.[Li+] (Lithium 1-[3,5-bis(trifluoromethyl)phenyl]-4-ethoxy-3,4-dioxobut-1-en-1-olate), Cl.ClC=1C=C(C=CC1)NN (3-chlorophenylhydrazine hydrochloride), ClC=1C=C(C=CC1F)N1N=C(C=C1C1=CC(=CC(=C1)F)Cl)C(=O)OCC (Ethyl 1-(3-chloro-4-fluorophenyl)-5-(3-chloro-5-fluorophenyl)-1H-pyrazole-3-carboxylate). Yields the product FC(C=1C=C(C=C(C1)C(F)(F)F)C1=CC(=NN1C1=CC(=CC=C1)Cl)C(=O)OCC)(F)F (Ethyl 5-[3,5-bis(trifluoromethyl)phenyl]-1-(3-chlorophenyl)-1H-pyrazole-3-carboxylate). As a reaction SMILES: [F:1][C:2]([F:24])([F:23])[C:3]1[CH:4]=[C:5]([C:13]([O-])=[CH:14][C:15](=O)[C:16]([O:18][CH2:19][CH3:20])=[O:17])[CH:6]=[C:7]([C:9]([F:12])([F:11])[F:10])[CH:8]=1.[Li+].Cl.[Cl:27][C:28]1[CH:29]=[C:30]([NH:34][NH2:35])[CH:31]=[CH:32][CH:33]=1.ClC1C=C(N2C(C3C=C(F)C=C(Cl)C=3)=CC(C(OCC)=O)=N2)C=CC=1F>>[F:10][C:9]([F:11])([F:12])[C:7]1[CH:6]=[C:5]([C:13]2[N:34]([C:30]3[CH:31]=[CH:32][CH:33]=[C:28]([Cl:27])[CH:29]=3)[N:35]=[C:15]([C:16]([O:18][CH2:19][CH3:20])=[O:17])[CH:14]=2)[CH:4]=[C:3]([C:2]([F:1])([F:24])[F:23])[CH:8]=1 |f:0.1,2.3|. Procedure details: The preparation of the title compound takes place starting from the compound of Example 19A and 3-chlorophenylhydrazine hydrochloride in analogy to the synthesis of the compound of Example 21A. 2.42 g (62% of theory) of the title compound are obtained. The yield is 91.5%. Run in CO (methanol). Reaction SMILES: [CH3:1][N:2]([CH3:28])[CH2:3][CH2:4][CH2:5][CH2:6][N:7]([C@H:21]1[CH2:26][CH2:25][C@H:24]([CH3:27])[CH2:23][CH2:22]1)[C:8](=[O:20])[CH:9]=[CH:10][C:11]1[CH:16]=[CH:15][C:14]([OH:17])=[C:13]([O:18][CH3:19])[CH:12]=1.[H][H]>CO.[C].[Pd]>[CH3:28][N:2]([CH3:1])[CH2:3][CH2:4][CH2:5][CH2:6][N:7]([C@H:21]1[CH2:26][CH2:25][C@H:24]([CH3:27])[CH2:23][CH2:22]1)[C:8](=[O:20])[CH2:9][CH2:10][C:11]1[CH:16]=[CH:15][C:14]([OH:17])=[C:13]([O:18][CH3:19])[CH:12]=1 |f:3.4|. Product: CN(CCCCN(C(CCC1=CC(=C(C=C1)O)OC)=O)[C@@H]1CC[C@H](CC1)C)C (N-(4-dimethylaminobutyl)-N-(trans-4-methylcyclohexyl)-3-(4-hydroxy-3-methoxyphenyl)propionamide). Reactants: CN(CCCCN(C(C=CC1=CC(=C(C=C1)O)OC)=O)[C@@H]1CC[C@H](CC1)C)C (N-(4-dimethylaminobutyl)-N-(trans-4-methylcyclohexyl)-4-hydroxy-3-methoxycinnamamide), [H][H] (hydrogen). The reagents and catalysts are [C].[Pd] (palladium-carbon). Procedure details: 0.05 g of 10% palladium-carbon was added to a solution of 1 g of N-(4-dimethylaminobutyl)-N-(trans-4-methylcyclohexyl)-4-hydroxy-3-methoxycinnamamide (Example 75) in 60 ml of methanol. Under normal-pressure hydrogen gas, the solution was reacted for 16 hours, while it was vigorously stirred. After reaction, the catalyst was filtered out, and the solvent was removed in vacuo from the filtrate, yielding 0.92 g of N-(4-dimethylaminobutyl)-N-(trans-4-methylcyclohexyl)-3-(4-hydroxy-3-methoxyphenyl)pr...